describe an organic reaction: reactants, conditions, products, and yield From a dataset of the Open Reaction Database (ORD), a public repository of structured organic reaction records. The yield is 98.6%. Reaction conditions: time 1 hour. Starting materials: C[O-].[Na+] (sodium methoxide), CC1=CC(=CC2=C1NC(OC2=O)=O)[N+](=O)[O-] (8-Methyl-6-nitro-1H-benzo[d][1,3]oxazine-2,4-dione), [NH4+].[Cl-] (NH4Cl). Procedure details: To a suspension of 8-methyl-6-nitro-1H-benzo[d][1,3]oxazine-2,4-dione ((Example 295: step b) 1.04 g, 4.68 mmol) in methanol (30 mL) was added a solution of sodium methoxide (0.5 M, 0.94 mL, 4.7 mmol) in methanol. The mixture was stirred at ambient temperature for 1 hour and neutralized by addition of saturated NH4Cl. Methanol was removed under reduced pressure and the resulting mixture was filtered. The solids were washed with H2O (twice), dried in high vacuum to give the product (0.97 g, 99% yi... Product: COC(C1=C(C(=CC(=C1)[N+](=O)[O-])C)N)=O (2-Amino-3-methyl-5-nitro-benzoic acid methyl ester). As a reaction SMILES: [CH3:1][C:2]1[C:7]2[NH:8][C:9](=O)[O:10][C:11](=[O:12])[C:6]=2[CH:5]=[C:4]([N+:14]([O-:16])=[O:15])[CH:3]=1.C[O-].[Na+].[NH4+].[Cl-]>CO>[CH3:9][O:10][C:11](=[O:12])[C:6]1[CH:5]=[C:4]([N+:14]([O-:16])=[O:15])[CH:3]=[C:2]([CH3:1])[C:7]=1[NH2:8] |f:1.2,3.4|. The solvent is CO (methanol), CO (methanol). Starting materials: CCO, Cl, NO, [Na+], Cc1cccc(N2CCN(CCCCc3ccc(C(=O)CCC(=O)O)cc3)CC2)c1, O=C([O-])O. The product is Cc1cccc(N2CCN(CCCCc3ccc(C(CCC(=O)O)=NO)cc3)CC2)c1. RXN SMILES: [CH3:39][CH2:40][OH:41].[ClH:31].[NH2:32][OH:33].[Na+:34].[O:1]=[C:2]([CH2:3][CH2:4][C:5](=[O:6])[OH:7])[c:8]1[cH:9][cH:10][c:11]([CH2:14][CH2:15][CH2:16][CH2:17][N:18]2[CH2:19][CH2:20][N:21]([c:24]3[cH:25][c:26]([CH3:30])[cH:27][cH:28][cH:29]3)[CH2:22][CH2:23]2)[cH:12][cH:13]1.[OH:35][C:36](=[O:37])[O-:38]>>[C:2]([CH2:3][CH2:4][C:5](=[O:6])[OH:7])([c:8]1[cH:9][cH:10][c:11]([CH2:14][CH2:15][CH2:16][CH2:17][N:18]2[CH2:19][CH2:20][N:21]([c:24]3[cH:25][c:26]([CH3:30])[cH:27][cH:28][cH:29]3)[CH2:22][CH2:23]2)[cH:12][cH:13]1)=[N:32][OH:33].